Dataset: the Open Reaction Database (ORD), a public repository of structured organic reaction records. Task: describe an organic reaction: reactants, conditions, products, and yield Reactants: ClC1=CC2=C(NC(=N2)CC(=O)O)C=C1 ((5-chloro-1H-benzimidazol-2-yl)acetic acid), CN(C)C(=[N+](C)C)ON1C2=C(C=CC=C2)N=N1.[B-](F)(F)(F)F (TBTU), CN1CCOCC1 (N-methylmorpholine), 4-amino-2-methylbenzoic acid pyrrolidine amide, ClCCl.C(C)O (dichloromethane ethanol), C21H21ClN4O2, ClCl (chlorine). Solvent: CN(C=O)C (N,N-dimethylformamide). Yields the product ClC1=CC2=C(NC(=N2)CC(=O)NC2=CC(=C(C=C2)C(=O)N2CCCC2)C)C=C1 (2-(5-chloro-1H-benzimidazol-2-yl)-N-[3-methyl-4-(pyrrolidin-1-ylcarbonyl)phenyl]acetamide). As a reaction SMILES: [Cl:1][C:2]1[CH:14]=[CH:13][C:5]2[NH:6][C:7]([CH2:9][C:10]([OH:12])=O)=[N:8][C:4]=2[CH:3]=1.CN(C(ON1N=[N:30][C:25]2[CH:26]=[CH:27][CH:28]=[CH:29][C:24]1=2)=[N+](C)C)C.[B-](F)(F)(F)F.C[N:38]1[CH2:43][CH2:42]O[CH2:40][CH2:39]1.ClCl.ClCCl.[CH2:49]([OH:51])[CH3:50]>CN(C)C=O>[Cl:1][C:2]1[CH:14]=[CH:13][C:5]2[NH:6][C:7]([CH2:9][C:10]([NH:30][C:25]3[CH:24]=[CH:29][C:50]([C:49]([N:38]4[CH2:43][CH2:42][CH2:40][CH2:39]4)=[O:51])=[C:27]([CH3:28])[CH:26]=3)=[O:12])=[N:8][C:4]=2[CH:3]=1 |f:1.2,5.6|. Reported procedure: Prepared analogously to Example 1g from (5-chloro-1H-benzimidazol-2-yl)acetic acid, TBTU, N-methylmorpholine, and 4-amino-2-methylbenzoic acid pyrrolidine amide in N,N-dimethylformamide and subsequent chromatography on silica gel (gradient: dichloromethane/ethanol=100:0□25:1□19:1□19:1); Yield: 14 mg (7.1%); Rf value: 0.45 (silica gel; dichloromethane/ethanol=9:1); C21H21ClN4O2 (396.88); mass spectrum: (M−H)-=395/397 (chlorine isotope). Reactants: C(OCC)(OCC)OCC (Triethyl orthoformate), [N-]=[N+]=[N-].[Na+] (sodium azide), C(CCC)C1=CC=C(C=C1)C=1C=CC=2C3=C(NC2C1F)C1=CC=C(C=C1C3)N (7-(4-Butyl-phenyl)-6-fluoro-5,10-dihydro-indeno[1,2-b]indol-2-ylamine). Run in CCOC(=O)C (EtOAc), CC(=O)O (AcOH). Reaction conditions: temperature 80 celsius. The product is C(CCC)C1=CC=C(C=C1)C=1C=CC=2C3=C(NC2C1F)C1=CC=C(C=C1C3)N3N=NN=C3 (7-(4-Butyl-phenyl)-6-fluoro-2-tetrazol-1-yl-5,10-dihydro-indeno[1,2-b]indole). As a reaction SMILES: [CH2:1]([C:5]1[CH:10]=[CH:9][C:8]([C:11]2[CH:12]=[CH:13][C:14]3[C:15]4[CH2:27][C:26]5[C:21](=[CH:22][CH:23]=[C:24]([NH2:28])[CH:25]=5)[C:16]=4[NH:17][C:18]=3[C:19]=2[F:20])=[CH:7][CH:6]=1)[CH2:2][CH2:3][CH3:4].[CH:29](OCC)(OCC)OCC.[N-:39]=[N+:40]=[N-:41].[Na+]>CC(O)=O.CCOC(C)=O>[CH2:1]([C:5]1[CH:6]=[CH:7][C:8]([C:11]2[CH:12]=[CH:13][C:14]3[C:15]4[CH2:27][C:26]5[C:21](=[CH:22][CH:23]=[C:24]([N:28]6[CH:29]=[N:41][N:40]=[N:39]6)[CH:25]=5)[C:16]=4[NH:17][C:18]=3[C:19]=2[F:20])=[CH:9][CH:10]=1)[CH2:2][CH2:3][CH3:4] |f:2.3|. Procedure details: 7-(4-Butyl-phenyl)-6-fluoro-5,10-dihydro-indeno[1,2-b]indol-2-ylamine (example 98, step 1, 60 mg, 0.1620 mmol) is dissolved in AcOH (1.6 mL). Triethyl orthoformate (38 mg, 0.2591 mmol, 1.6 eq.) and sodium azide (15 mg, 0.2429 mmol, 1.5 eq.) are added to the starting material solution sequentially at room temperature. The resulting reaction mixture is heated to 80° C. for 3.5 h. After cooling to room temperature, the reaction is diluted with EtOAc and sequentially washed with H2O, 1 N HCl (aq), a... The reactants are C, CN(C)S(=O)(=O)n1ccnc1CC(Cc1nccn1S(=O)(=O)N(C)C)N(Cc1ccccc1)C(=O)[O-], CCO, [H][H], [Pd]. Product: CN(C)S(=O)(=O)n1ccnc1CC(N)Cc1nccn1S(=O)(=O)N(C)C. Reaction SMILES: [C:39].[CH2:1]([c:5]1[cH:6][cH:7][cH:9][cH:10][cH:11]1)[N:8]([C:2](=[O:3])[O-:4])[CH:12]([CH2:13][c:14]1[n:15]([S:19](=[O:20])(=[O:21])[N:22]([CH3:23])[CH3:24])[cH:16][cH:17][n:18]1)[CH2:25][c:26]1[n:27]([S:31](=[O:32])(=[O:33])[N:34]([CH3:35])[CH3:36])[cH:28][cH:29][n:30]1.[CH3:41][CH2:42][OH:43].[H:37][H:38].[Pd:40]>>[NH2:8][CH:12]([CH2:13][c:14]1[n:15]([S:19](=[O:20])(=[O:21])[N:22]([CH3:23])[CH3:24])[cH:16][cH:17][n:18]1)[CH2:25][c:26]1[n:27]([S:31](=[O:32])(=[O:33])[N:34]([CH3:35])[CH3:36])[cH:28][cH:29][n:30]1.